This data is from the Open Reaction Database (ORD), a public repository of structured organic reaction records. The task is: describe an organic reaction: reactants, conditions, products, and yield Starting materials: CN(C)NC=O (dimethylaminoformamide), Cl (hydrochloric acid), C(C)(C)(C)[Li] (t-Butyl lithium), BrC1=COC=C1Br (3,4-dibromofuran). The solvent is C1CCOC1 (THF). Conditions: temperature -70 celsius. The product is BrC1=COC=C1C=O (3-bromofuran-4-carboxaldehyde), BrC1=C(OC=C1Br)C=O (3,4-dibromofuran-2-carboxaldehyde). Isolated yield 69.1%. RXN SMILES: C([Li])(C)(C)C.[Br:6][C:7]1[C:11]([Br:12])=[CH:10][O:9][CH:8]=1.CN(N[CH:17]=[O:18])C.Cl>C1COCC1>[Br:12][C:11]1[C:7]([CH:17]=[O:18])=[CH:8][O:9][CH:10]=1.[Br:6][C:7]1[C:11]([Br:12])=[CH:10][O:9][C:8]=1[CH:17]=[O:18]. Procedure details: t-Butyl lithium (1.7M in hexane) (29.23 ml, 49.7 mmol) was added dropwise to 3,4-dibromofuran (11.23 g, 49.7 mmol) in THF (120 ml) maintaining the temperature below -65° C. After 1 h at -70° C. dimethylaminoformamide (7.70 ml, 99.4 mmol) was added dropwise. After 2 h at -70° C. the solution was warmed to room temperature, acidified with 6N hydrochloric acid and the solution extracted with ethyl acetate. Drying (Na2SO4), evaporation to dryness under reduced pressure and purification by flash chro... RXN SMILES: [OH:1][C:2]1[CH:15]=[CH:14][C:5]([C:6]([C:8]2[CH:13]=[CH:12][CH:11]=[CH:10][CH:9]=2)=[O:7])=[CH:4][CH:3]=1.[H-].[Na+].CS(O[CH2:23][CH:24]1[CH2:29][O:28][C:27]([CH3:31])([CH3:30])[O:26][CH2:25]1)(=O)=O.OCC(CO)CO>CN(C)C=O.O>[CH3:30][C:27]1([CH3:31])[O:28][CH2:29][CH:24]([CH2:23][O:1][C:2]2[CH:3]=[CH:4][C:5]([C:6]([C:8]3[CH:13]=[CH:12][CH:11]=[CH:10][CH:9]=3)=[O:7])=[CH:14][CH:15]=2)[CH2:25][O:26]1 |f:1.2|. Reported procedure: 4-Hydroxybenzophenone is treated with equimolar quantity of sodium hydride in dry dimethylformamide at 0° C. under an inert atmosphere. After stirring at ambient temperature for 2 hours, a bright yellow clear solution is obtained. To this solution is added equimolar quantity of (2,2-dimethyl-1,3-dioxan-5-yl)methyl methanesulfonate (its synthesis in two steps from commercially available 2-hydroxymethyl-1,3-propanediol is described in European Patent EP2103611). After stirring at ambient temperatu... Run at time 2 hour. Solvent: CN(C=O)C (dimethylformamide), O (water). Yields the product CC1(OCC(CO1)COC1=CC=C(C=C1)C(=O)C1=CC=CC=C1)C ({4-[(2,2-dimethyl-1,3-dioxan-5-yl)methoxy]phenyl}(phenyl)methanone). Reactants: CS(=O)(=O)OCC1COC(OC1)(C)C ((2,2-dimethyl-1,3-dioxan-5-yl)methyl methanesulfonate), OCC(CO)CO (2-hydroxymethyl-1,3-propanediol), OC1=CC=C(C(=O)C2=CC=CC=C2)C=C1 (4-Hydroxybenzophenone), [H-].[Na+] (sodium hydride). Starting materials: C[C@H](C(=O)O)CC[C@H](C)OCCC ((2S,5S)-2-methyl-5-propoxyhexanoic acid), C(C(=O)Cl)(=O)Cl (oxalyl chloride). Yields the product C[C@@H](C(=O)Cl)CC[C@H](C)OCCC ((2R,5S)-2-methyl-5-propoxyhexanoic acid chloride). Reaction SMILES: [CH3:1][C@@H:2]([CH2:6][CH2:7][C@@H:8]([O:10][CH2:11][CH2:12][CH3:13])[CH3:9])[C:3](O)=[O:4].C(Cl)(=O)C([Cl:17])=O>>[CH3:1][C@H:2]([CH2:6][CH2:7][C@@H:8]([O:10][CH2:11][CH2:12][CH3:13])[CH3:9])[C:3]([Cl:17])=[O:4]. Procedure: The (2S,5S)-2-methyl-5-propoxyhexanoic acid prepared above was reacted with oxalyl chloride to obtain (2R,5S)-2-methyl-5-propoxyhexanoic acid chloride. The title compound was prepared in the same manner as in Example 9 from the acid chloride obtained above and the corresponding core-compound, 4-octyloxyphenyl 4'-hydroxy-4-biphenylcarboxylate. The reactants are O (water), BrCCCCCC(=O)OCC (ethyl 6-bromohexanoate), C([O-])([O-])=O.[Cs+].[Cs+] (cesium carbonate), ClC=1C=C(C=C(C1O)Cl)NC(C)=O (N-(3,5-dichloro-4-hydroxyphenyl)acetamide). Solvent: CC(=O)C (acetone). Product: C(C)(=O)NC1=CC(=C(OCCCCCC(=O)OCC)C(=C1)Cl)Cl (Ethyl 6-(4-Acetylamino-2,6-dichlorophenoxy)hexanoate). As a reaction SMILES: Br[CH2:2][CH2:3][CH2:4][CH2:5][CH2:6][C:7]([O:9][CH2:10][CH3:11])=[O:8].C(=O)([O-])[O-].[Cs+].[Cs+].[Cl:18][C:19]1[CH:20]=[C:21]([NH:27][C:28](=[O:30])[CH3:29])[CH:22]=[C:23]([Cl:26])[C:24]=1[OH:25].O>CC(C)=O>[C:28]([NH:27][C:21]1[CH:22]=[C:23]([Cl:26])[C:24]([O:25][CH2:2][CH2:3][CH2:4][CH2:5][CH2:6][C:7]([O:9][CH2:10][CH3:11])=[O:8])=[C:19]([Cl:18])[CH:20]=1)(=[O:30])[CH3:29] |f:1.2.3|. Procedure: 13.3 ml (74.9mmol) of ethyl 6-bromohexanoate and 52.1 g (160 mmol) of cesium carbonate were added to a solution of 15.0 g (68.1 mmol) of N-(3,5-dichloro-4-hydroxyphenyl)acetamide in 300 ml of acetone. The suspension was boiled under reflux for 8 hours, and then 600 ml of water were added. The mixture was extracted twice with 400 ml of dichloromethane and with 400 ml of MTB ether each time. The combined organic phases were washed with water and concentrated in a rotary evaporator. The product was... Starting materials: Cl.C(C)(=O)OCC (hydrochloric acid ethyl acetate), BrC1=NN2C(C=C(C=C2)NC(OC(C)(C)C)=O)=N1 (tert-butyl (2-bromo-[1,2,4]triazolo[1,5-a]pyridin-7-yl)carbamate), N1CCCC1 (pyrrolidine), C(C)(=O)OCC (ethyl acetate), O (water). Reaction conditions: temperature 150 celsius. Yields the product Cl.N1(CCCC1)C1=NN2C(C=C(C=C2)N)=N1 (2-(pyrrolidin-1-yl)-[1,2,4]triazolo[1,5-a]pyridin-7-amine hydrochloride). As a reaction SMILES: Br[C:2]1[N:18]=[C:5]2[CH:6]=[C:7]([NH:10]C(=O)OC(C)(C)C)[CH:8]=[CH:9][N:4]2[N:3]=1.[NH:19]1[CH2:23][CH2:22][CH2:21][CH2:20]1.C(OCC)(=O)C.O.[ClH:31].C(OCC)(=O)C>>[ClH:31].[N:19]1([C:2]2[N:18]=[C:5]3[CH:6]=[C:7]([NH2:10])[CH:8]=[CH:9][N:4]3[N:3]=2)[CH2:23][CH2:22][CH2:21][CH2:20]1 |f:4.5,6.7|. Reported procedure: The tert-butyl (2-bromo-[1,2,4]triazolo[1,5-a]pyridin-7-yl)carbamate (75 mg) obtained in (Example 3.15) <Step 4> and pyrrolidine (1 ml) were stirred under microwave heating at 150° C. for 1 hour. Thereafter, ethyl acetate (10 ml) and water (3 ml) were added to the reaction solution. An organic layer was separated, and was then dried over anhydrous sodium sulfate. The solvent was distilled away under reduced pressure. Thereafter, potassium hydroxide (134 mg) was added to an ethanol (2 ml) solutio... Reaction SMILES: [OH-:1].[Na+].[CH3:3][OH:4].[CH3:5][C:6]1[CH:7]=[C:8]([C:23]2[CH:24]=[CH:25][C:26]([CH:29]=[O:30])=[N:27][CH:28]=2)[CH:9]=[C:10]([NH:12][C:13]2[N:18]=[C:17]([C:19]([F:22])([F:21])[F:20])[CH:16]=[CH:15][N:14]=2)[CH:11]=1.[CH2:31]1C[O:34][CH2:33][CH2:32]1>>[OH:30][CH:29]([C:26]1[CH:25]=[CH:24][C:23]([C:8]2[CH:9]=[C:10]([NH:12][C:13]3[N:18]=[C:17]([C:19]([F:22])([F:21])[F:20])[CH:16]=[CH:15][N:14]=3)[CH:11]=[C:6]([CH3:5])[CH:7]=2)=[CH:28][N:27]=1)[C:32]([CH3:31])([CH3:3])[C:33]([OH:34])=[O:1].[C:17]([OH:4])([C:19]([F:22])([F:21])[F:20])=[O:1] |f:0.1|. Reported procedure: Sodium hydroxide (1 M, 0.65 mL) and methanol (0.800 mL) were added to a solution of 5-(3-methyl-5-{[4-(trifluoromethyl)pyrimidin-2-yl]amino}phenyl)pyridine-2-carbaldehyde (60.0 mg, 0.130 mmol) in THF (1.00 mL) and the mixture was stirred at room temperature for 2 hours. The mixture was directly purified on reverse phase HPLC to afford 3-hydroxy-2,2-dimethyl-3-[5-(3-methyl-5-{[4-(trifluoromethyl)pyrimidin-2-yl]amino}phenyl)pyridin-2-yl]propanoic acid as a TFA salt. MS APCI C22H22F3N4O3 [M+H]447. ... Reaction conditions: time 2 hour. Yields the product OC(C(C(=O)O)(C)C)C1=NC=C(C=C1)C1=CC(=CC(=C1)NC1=NC=CC(=N1)C(F)(F)F)C (3-hydroxy-2,2-dimethyl-3-[5-(3-methyl-5-{[4-(trifluoromethyl)pyrimidin-2-yl]amino}phenyl)pyridin-2-yl]propanoic acid), C(=O)(C(F)(F)F)O (TFA). Starting materials: [OH-].[Na+] (Sodium hydroxide), CO (methanol), CC=1C=C(C=C(C1)NC1=NC=CC(=N1)C(F)(F)F)C=1C=CC(=NC1)C=O (5-(3-methyl-5-{[4-(trifluoromethyl)pyrimidin-2-yl]amino}phenyl)pyridine-2-carbaldehyde), C1CCOC1 (THF). Starting materials: C(C)OC(C1=CC=C(C=C1)Br)=O (4-bromobenzoic acid ethyl ester), COC1=CC=C(C=C1)B(O)O (4-methoxy phenylboronic acid), C([O-])([O-])=O.[Na+].[Na+] (sodium carbonate). Reagents/catalysts: [Pd].C1(=CC=CC=C1)P(C1=CC=CC=C1)C1=CC=CC=C1.C1(=CC=CC=C1)P(C1=CC=CC=C1)C1=CC=CC=C1.C1(=CC=CC=C1)P(C1=CC=CC=C1)C1=CC=CC=C1.C1(=CC=CC=C1)P(C1=CC=CC=C1)C1=CC=CC=C1 (tetrakis(triphenylphosphine) palladium (0)). The solvent is C1(=CC=CC=C1)C (toluene). Run at temperature 100 celsius. Yields the product C(C)OC(=O)C1=CC=C(C=C1)C1=CC=C(C=C1)OC (4′-Methoxy-[1,1′-biphenyl]-4-carboxylic Acid Ethyl Ester). Yield: 95.8%. Reaction SMILES: [CH2:1]([O:3][C:4](=[O:12])[C:5]1[CH:10]=[CH:9][C:8](Br)=[CH:7][CH:6]=1)[CH3:2].[CH3:13][O:14][C:15]1[CH:20]=[CH:19][C:18](B(O)O)=[CH:17][CH:16]=1.C(=O)([O-])[O-].[Na+].[Na+]>C1(C)C=CC=CC=1.[Pd].C1(P(C2C=CC=CC=2)C2C=CC=CC=2)C=CC=CC=1.C1(P(C2C=CC=CC=2)C2C=CC=CC=2)C=CC=CC=1.C1(P(C2C=CC=CC=2)C2C=CC=CC=2)C=CC=CC=1.C1(P(C2C=CC=CC=2)C2C=CC=CC=2)C=CC=CC=1>[CH2:1]([O:3][C:4]([C:5]1[CH:10]=[CH:9][C:8]([C:18]2[CH:19]=[CH:20][C:15]([O:14][CH3:13])=[CH:16][CH:17]=2)=[CH:7][CH:6]=1)=[O:12])[CH3:2] |f:2.3.4,6.7.8.9.10|. Procedure details: A mixture of 4-bromobenzoic acid ethyl ester (2.7 mL, 16.5 mmol), 4-methoxy phenylboronic acid (2.5 g, 16.5 mmol) and sodium carbonate (7.7 g, 72.6 mmol) in toluene:ethanol:water (75 mL:37 mL:37 mL) was flushed with nitrogen for 1 hour. After addition of the tetrakis(triphenylphosphine) palladium (0) catalyst (0.95 g, 0.82 mmol), the reaction was heated at 100° C. overnight. After cooling, the mixture was filtered through Celite which was then washed with ethyl acetate. The organic layer was was...